describe an organic reaction: reactants, conditions, products, and yield From a dataset of the Open Reaction Database (ORD), a public repository of structured organic reaction records. Reactants: CN1S(C2=C(C(=C1C(=O)OC)O)SC1=C2C=CC(=C1)C)(=O)=O (methyl 2,7-dimethyl-4-hydroxy-2H-[1] benzothieno [2,3-e]-1,2-thiazine-3-carboxylate-1,1-dioxide), NC1=NC=CC=C1 (2-amino-pyridine). Product: CN1S(C2=C(C(=C1C(=O)NC1=NC=CC=C1)O)SC1=C2C=CC(=C1)C)(=O)=O (2,7-Dimethyl-4-hydroxy-N-(2-pyridyl)-2H-[1] benzothieno [2,3-e]-1,2-thiazine-3-carboxamide-1,1-dioxide). The yield is 53.0%. As a reaction SMILES: [CH3:1][N:2]1[C:7]([C:8]([O:10]C)=O)=[C:6]([OH:12])[C:5]2[S:13][C:14]3[CH:19]=[C:18]([CH3:20])[CH:17]=[CH:16][C:15]=3[C:4]=2[S:3]1(=[O:22])=[O:21].[NH2:23][C:24]1[CH:29]=[CH:28][CH:27]=[CH:26][N:25]=1>>[CH3:1][N:2]1[C:7]([C:8]([NH:23][C:24]2[CH:29]=[CH:28][CH:27]=[CH:26][N:25]=2)=[O:10])=[C:6]([OH:12])[C:5]2[S:13][C:14]3[CH:19]=[C:18]([CH3:20])[CH:17]=[CH:16][C:15]=3[C:4]=2[S:3]1(=[O:22])=[O:21]. Reported procedure: Prepared analogous to Example 1 from methyl 2,7-dimethyl-4-hydroxy-2H-[1] benzothieno [2,3-e]-1,2-thiazine-3-carboxylate-1,1-dioxide and 2-amino-pyridine with a yield of 53% of theory.